Dataset: the Open Reaction Database (ORD), a public repository of structured organic reaction records. Task: describe an organic reaction: reactants, conditions, products, and yield Starting materials: IC1=CC=C(OC2CN3CCC2CC3)C=C1 (3-(4-iodophenoxy)quinuclidine), NC=1C=C(C=CC1)B(O)O (3-amino-phenylboronic acid). Product: N12C[C@@H](C(CC1)CC2)OC2=CC=C(C=C2)C2=CC(=CC=C2)N (4′-[(3R)-1-azabicyclo[2.2.2]oct-3-yloxy]-1,1′-biphenyl-3-amine). RXN SMILES: I[C:2]1[CH:16]=[CH:15][C:5]([O:6][CH:7]2[CH:12]3[CH2:13][CH2:14][N:9]([CH2:10][CH2:11]3)[CH2:8]2)=[CH:4][CH:3]=1.[NH2:17][C:18]1[CH:19]=[C:20](B(O)O)[CH:21]=[CH:22][CH:23]=1>>[N:9]12[CH2:14][CH2:13][CH:12]([CH2:11][CH2:10]1)[C@@H:7]([O:6][C:5]1[CH:15]=[CH:16][C:2]([C:22]3[CH:21]=[CH:20][CH:19]=[C:18]([NH2:17])[CH:23]=3)=[CH:3][CH:4]=1)[CH2:8]2. Reported procedure: The product of Example 1A (165 mg, 0.5 mmol) was treated with 3-amino-phenylboronic acid (Lancaster, 137 mg, 1 mmol) according to the procedure of Example 1B. The title compound was purified by chromatography (SiO2, CH2Cl2:MeOH:NH3.H2O, 90:10:2, Rf. 0.25) as an oil (38 mg, yield, 26%). 1H NMR (MeOH-d4, 300 MHz) δ 1.40-1.53 (m, 1H), 1.62-1.85 (m, 2H), 1.96-2.20 (m, 2H), 2.80-2.94 (m, 5H), 3.28-3.40 (m, 1H), 4.52-4.60 (m, 1H), 6.66 (ddd, J=7.8, 2.3, 1.0 Hz, 1H), 6.89 (ddd, J=7.3, 1.6, 1.0 Hz, 1H),... Starting materials: CC(C)OC=1C=C(C(=O)NC2=NC=C(N=C2)C)C=C(C1)OCC1=CC=CC=C1 (3-[(1-methylethyl)oxy]-N-(5-methylpyrazin-2-yl)-5-[(phenylmethyl)oxy]benzamide). Reagents/catalysts: [Pd] (Palladium on charcoal). Run in C(C)O (ethanol), C1CCOC1 (THF). Reaction conditions: time 24 hour. Yields the product OC=1C=C(C(=O)NC2=NC=C(N=C2)C)C=C(C1)OC(C)C (3-Hydroxy-5-[(1-methylethyl)oxy]-N-(5-methylpyrazin-2-yl)benzamide). Isolated yield 81.5%. RXN SMILES: [CH3:1][CH:2]([O:4][C:5]1[CH:6]=[C:7]([CH:18]=[C:19]([O:21]CC2C=CC=CC=2)[CH:20]=1)[C:8]([NH:10][C:11]1[CH:16]=[N:15][C:14]([CH3:17])=[CH:13][N:12]=1)=[O:9])[CH3:3]>[Pd].C(O)C.C1COCC1>[OH:21][C:19]1[CH:18]=[C:7]([CH:6]=[C:5]([O:4][CH:2]([CH3:3])[CH3:1])[CH:20]=1)[C:8]([NH:10][C:11]1[CH:16]=[N:15][C:14]([CH3:17])=[CH:13][N:12]=1)=[O:9]. Reported procedure: 10% Palladium on charcoal (550 mg) was added to a solution of 3-[(1-methylethyl)oxy]-N-(5-methylpyrazin-2-yl)-5-[(phenylmethyl)oxy]benzamide (5.5 g, 14.6 mmol) in ethanol (75 mL) and THF (50 mL) and the mixture stirred at RT under a hydrogen atmosphere for 24 hours. The catalyst was removed by filtration and the filtrates evaporated in vacuo to a residue which was crystallised from ethyl acetate to give the desired compound (3.42 g). Reactants: C(=O)(C(F)(F)F)O (TFA), N[C@@H]1CC[C@H](CC1)NC=1C=C(C=2N(N1)C(=CN2)C(=O)NC2=CC(=NC=C2)Cl)N(CC2=CC=C(C=C2)OC)C2CC2 (6-((trans)-4-aminocyclohexylamino)-N-(2-chloropyridin-4-yl)-8-(cyclopropyl(4-methoxybenzyl)amino)imidazo[1,2-b]pyridazine-3-carboxamide), [Br-].[Li+] (lithium bromide), CC1(OC1)C (2,2-dimethyloxirane). Solvent: CO (MeOH). Reaction conditions: time 10 minute. Yields the product ClC1=NC=CC(=C1)NC(=O)C1=CN=C2N1N=C(C=C2NC2CC2)N[C@@H]2CC[C@H](CC2)NCC(C)(C)O (N-(2-chloropyridin-4-yl)-8-(cyclopropylamino)-6-((trans)-4-(2-hydroxy-2-methylpropylamino)cyclohexylamino)imidazo[1,2-b]pyridazine-3-carboxamide). Yield: 46.1%. Reaction SMILES: [NH2:1][C@H:2]1[CH2:7][CH2:6][C@H:5]([NH:8][C:9]2[CH:10]=[C:11]([N:28]([CH:38]3[CH2:40][CH2:39]3)CC3C=CC(OC)=CC=3)[C:12]3[N:13]([C:15]([C:18]([NH:20][C:21]4[CH:26]=[CH:25][N:24]=[C:23]([Cl:27])[CH:22]=4)=[O:19])=[CH:16][N:17]=3)[N:14]=2)[CH2:4][CH2:3]1.[Br-].[Li+].[CH3:43][C:44]1([CH3:47])[CH2:46][O:45]1.C(O)(C(F)(F)F)=O>CO>[Cl:27][C:23]1[CH:22]=[C:21]([NH:20][C:18]([C:15]2[N:13]3[N:14]=[C:9]([NH:8][C@H:5]4[CH2:6][CH2:7][C@H:2]([NH:1][CH2:43][C:44]([OH:45])([CH3:47])[CH3:46])[CH2:3][CH2:4]4)[CH:10]=[C:11]([NH:28][CH:38]4[CH2:39][CH2:40]4)[C:12]3=[N:17][CH:16]=2)=[O:19])[CH:26]=[CH:25][N:24]=1 |f:1.2|. Procedure details: A solution of 6-((trans)-4-aminocyclohexylamino)-N-(2-chloropyridin-4-yl)-8-(cyclopropyl(4-methoxybenzyl)amino)imidazo[1,2-b]pyridazine-3-carboxamide (100 mg, 0.178 mmol), lithium bromide (0.774 mg, 8.91 μmol) and 2,2-dimethyloxirane (12.85 mg, 0.178 mmol) in MeOH (5 mL) was stirred at 50° C. for 7 hrs. The reaction mixture was concentrated down, diluted in methanol (1 mL) and treated with TFA (0.824 mL, 10.69 mmol). After 10 minutes, the reaction mixture was concentrated, diluted with methanol ... The reactants are C(C1=CC=CC=C1)(=O)C1=C(C(=O)O)C=CC=C1 (2-benzoyl benzoic acid), C(C)#N (acetonitrile), C(C)(C)(C)C1=C(C(=CC(=C1)C)C(C)(C)C)O (2,6-di-tert-butyl-4-methylphenol), OCCCCOC(C=C)=O.C(C1CO1)OCC1CO1 (4-hydroxybutylacrylate glycidylether). Reagents/catalysts: [Br-].C(CCC)[N+](CCCC)(CCCC)CCCC (tetrabutylammonium bromide). Run in CC(=O)N(C)C (dimethylacetamide). Product: C(C=C)(=O)OCCCCOCC(COC(C1=C(C=CC=C1)C(C1=CC=CC=C1)=O)=O)O (2-benzoyl-benzoic acid 3-(4-acryloyloxy-butoxy)-2-hydroxy-propyl ester). RXN SMILES: [C:1]([C:9]1[CH:17]=[CH:16][CH:15]=[CH:14][C:10]=1[C:11]([OH:13])=[O:12])(=[O:8])[C:2]1[CH:7]=[CH:6][CH:5]=[CH:4][CH:3]=1.C(#N)C.C([C:25]1C=C(C)C=[C:27](C(C)(C)C)[C:26]=1[OH:36])(C)(C)C.[OH:37][CH2:38][CH2:39][CH2:40][CH2:41][O:42][C:43](=[O:46])[CH:44]=[CH2:45].C(OCC1OC1)C1OC1>[Br-].C([N+](CCCC)(CCCC)CCCC)CCC.CC(N(C)C)=O>[C:43]([O:42][CH2:41][CH2:40][CH2:39][CH2:38][O:37][CH2:25][CH:26]([OH:36])[CH2:27][O:12][C:11](=[O:13])[C:10]1[CH:14]=[CH:15][CH:16]=[CH:17][C:9]=1[C:1](=[O:8])[C:2]1[CH:3]=[CH:4][CH:5]=[CH:6][CH:7]=1)(=[O:46])[CH:44]=[CH2:45] |f:3.4,5.6|. Procedure: A reaction mixture containing 2-benzoyl benzoic acid (40.0 g, 0.1722 mol), acetonitrile (300 mL), dimethylacetamide (10 mL), tetrabutylammonium bromide (5.6 g, 17.22 mmol) and 2,6-di-tert-butyl-4-methylphenol (0.3 g, 1.4 mmol) was heated to reflux. At this temperature 4-hydroxybutylacrylate glycidylether (28.0 g, 140 mmol) was added and the mixture was allowed to stir at reflux temperature for 16 hours. Reactants: O=[Ag], CI, O=C1N(c2ccc(OC(F)(F)F)cc2)CCC12CCN(S(=O)(=O)CC(O)C1CC1)CC2, [Ca+2], O=S(=O)([O-])[O-]. Product: COC(CS(=O)(=O)N1CCC2(CCN(c3ccc(OC(F)(F)F)cc3)C2=O)CC1)C1CC1. As a reaction SMILES: [Ag:40]=[O:41].[CH3:38][I:39].[CH:1]1([CH:4]([CH2:5][S:6](=[O:7])(=[O:8])[N:9]2[CH2:10][CH2:11][C:12]3([CH2:13][CH2:14][N:15]([c:18]4[cH:19][cH:20][c:21]([O:24][C:25]([F:26])([F:27])[F:28])[cH:22][cH:23]4)[C:16]3=[O:17])[CH2:29][CH2:30]2)[OH:31])[CH2:2][CH2:3]1.[Ca+2:32].[O-:33][S:34](=[O:35])(=[O:36])[O-:37]>>[CH:1]1([CH:4]([CH2:5][S:6](=[O:7])(=[O:8])[N:9]2[CH2:10][CH2:11][C:12]3([CH2:13][CH2:14][N:15]([c:18]4[cH:19][cH:20][c:21]([O:24][C:25]([F:26])([F:27])[F:28])[cH:22][cH:23]4)[C:16]3=[O:17])[CH2:29][CH2:30]2)[O:31][CH3:38])[CH2:2][CH2:3]1. Starting materials: O=[N+]([O-])c1cc(F)c(NS(=O)(=O)c2ccccc2)cc1F, O, O=S(=O)(O)O. The product is Nc1cc(F)c([N+](=O)[O-])cc1F. Reaction SMILES: [F:6][c:7]1[c:8]([NH:9][S:10]([c:11]2[cH:12][cH:13][cH:14][cH:15][cH:16]2)(=[O:17])=[O:18])[cH:19][c:20]([F:26])[c:21]([N+:23](=[O:24])[O-:25])[cH:22]1.[OH2:27].[S:1](=[O:2])(=[O:3])([OH:4])[OH:5]>>[F:6][c:7]1[c:8]([NH2:9])[cH:19][c:20]([F:26])[c:21]([N+:23](=[O:24])[O-:25])[cH:22]1. Reactants: C[C@H]1CC(=C[C@H]2N(C(O[C@H]21)=O)C(=O)OC(C)(C)C)C2=C(C=NC=C2)[N+](=O)[O-] ((+/−)-(3aR,7S,7aS)-tert-butyl 7-methyl-5-(3-nitropyridin-4-yl)-2-oxo-3a,6,7,7a-tetrahydrobenzo[d]oxazole-3(2H)-carboxylate), [Li+].[OH-] (LiOH). Run in CCOC(=O)C (EtOAc), C(=O)(O)[O-].[Na+] (NaHCO3), C1CCOC1 (THF). Run at temperature 22 celsius, time 20 hour. Yields the product O[C@H]1[C@H](CC(=C[C@H]1NC(OC(C)(C)C)=O)C1=C(C=NC=C1)[N+](=O)[O-])C ((+/−)-tert-butyl ((1R,5S,6S)-6-hydroxy-5-methyl-3-(3-nitropyridin-4-yl)cyclohex-2-en-1-yl)carbamate). Yield: 83.0%. Reaction SMILES: [CH3:1][C@@H:2]1[C@H:10]2[C@H:6]([N:7]([C:12]([O:14][C:15]([CH3:18])([CH3:17])[CH3:16])=[O:13])C(=O)[O:9]2)[CH:5]=[C:4]([C:19]2[CH:24]=[CH:23][N:22]=[CH:21][C:20]=2[N+:25]([O-:27])=[O:26])[CH2:3]1.[Li+].[OH-]>C1COCC1.CCOC(C)=O.C([O-])(O)=O.[Na+]>[OH:9][C@@H:10]1[C@H:6]([NH:7][C:12](=[O:13])[O:14][C:15]([CH3:16])([CH3:17])[CH3:18])[CH:5]=[C:4]([C:19]2[CH:24]=[CH:23][N:22]=[CH:21][C:20]=2[N+:25]([O-:27])=[O:26])[CH2:3][C@@H:2]1[CH3:1] |f:1.2,5.6|. Procedure: To a solution of (+/−)-(3aR,7S,7aS)-tert-butyl 7-methyl-5-(3-nitropyridin-4-yl)-2-oxo-3a,6,7,7a-tetrahydrobenzo[d]oxazole-3(2H)-carboxylate (1.0 equiv.) in THF (0.20 M) was added 2M LiOH (3.0 equiv.) was added. The mixture was stirred overnight 20 hrs at 22° C. The mixture was diluted with EtOAc and NaHCO3(aq.). The layers were separated and the aqueous was extracted with EtOAc. The combined organics were washed with brine, dried over Na2SO4, filtered, and concentrated. The golden foam was purif... The reactants are ClC1=CC=C2C(=CC=NC2=C1)N1CCNCC1 (7-Chloro-4-(piperazin-1-yl)quinoline), COC1=CC=C(C=C1)N=C=O (4-methoxyphenyl isocyanate). The solvent is C1CCOC1 (THF). Yields the product ClC1=CC=C2C(=CC=NC2=C1)N1CCN(CC1)C(=O)NC1=CC=C(C=C1)OC (7-Chloro-4-[4-(4-methoxyphenylaminocarbonyl)piperazin-1-yl]quinoline). RXN SMILES: [Cl:1][C:2]1[CH:11]=[C:10]2[C:5]([C:6]([N:12]3[CH2:17][CH2:16][NH:15][CH2:14][CH2:13]3)=[CH:7][CH:8]=[N:9]2)=[CH:4][CH:3]=1.[CH3:18][O:19][C:20]1[CH:25]=[CH:24][C:23]([N:26]=[C:27]=[O:28])=[CH:22][CH:21]=1>C1COCC1>[Cl:1][C:2]1[CH:11]=[C:10]2[C:5]([C:6]([N:12]3[CH2:17][CH2:16][N:15]([C:27]([NH:26][C:23]4[CH:24]=[CH:25][C:20]([O:19][CH3:18])=[CH:21][CH:22]=4)=[O:28])[CH2:14][CH2:13]3)=[CH:7][CH:8]=[N:9]2)=[CH:4][CH:3]=1. Procedure: 7-Chloro-4-(piperazin-1-yl)quinoline (316 mg, 1.28 mmol) and 4-methoxyphenyl isocyanate (194 μL, 1.50 mmol) in THF (10 mL) are reacted according to method C yielding the title product as a colorless needles after column chromatography with hexane-EtOAc and recrystallization from ether. The reactants are O=S1(CC(CN(C2=C1C=CC(=C2)O)C2=CC=CC=C2)(CC)CCCC)=O (1,1-Dioxo-3-butyl-3-ethyl-5-phenyl-7-hydroxy-2,3,4,5-tetrahydro-1,5-benzothiazepine), BrCC(=O)OCC (ethyl bromoacetate), C([O-])([O-])=O.[Na+].[Na+] (sodium carbonate). Reagents/catalysts: [Br-].C(CCC)[N+](CCCC)(CCCC)CCCC (tetrabutylammonium bromide). Run in CC#N (MeCN). Yields the product O=S1(CC(CN(C2=C1C=CC(=C2)OCC(=O)OCC)C2=CC=CC=C2)(CC)CCCC)=O (1,1-Dioxo-3-butyl-3-ethyl-5-phenyl-7-(ethoxycarbonylmethoxy)-2,3,4,5-tetrahydro-1,5-benzothiazepine). Isolated yield 96.7%. As a reaction SMILES: [O:1]=[S:2]1(=[O:26])[C:8]2[CH:9]=[CH:10][C:11]([OH:13])=[CH:12][C:7]=2[N:6]([C:14]2[CH:19]=[CH:18][CH:17]=[CH:16][CH:15]=2)[CH2:5][C:4]([CH2:22][CH2:23][CH2:24][CH3:25])([CH2:20][CH3:21])[CH2:3]1.Br[CH2:28][C:29]([O:31][CH2:32][CH3:33])=[O:30].C(=O)([O-])[O-].[Na+].[Na+]>[Br-].C([N+](CCCC)(CCCC)CCCC)CCC.CC#N>[O:26]=[S:2]1(=[O:1])[C:8]2[CH:9]=[CH:10][C:11]([O:13][CH2:28][C:29]([O:31][CH2:32][CH3:33])=[O:30])=[CH:12][C:7]=2[N:6]([C:14]2[CH:19]=[CH:18][CH:17]=[CH:16][CH:15]=2)[CH2:5][C:4]([CH2:22][CH2:23][CH2:24][CH3:25])([CH2:20][CH3:21])[CH2:3]1 |f:2.3.4,5.6|. Procedure: 1,1-Dioxo-3-butyl-3-ethyl-5-phenyl-7-hydroxy-2,3,4,5-tetrahydro-1,5-benzothiazepine (WO 96/16051; 100 mg, 0.27 mmol), ethyl bromoacetate (50 mg, 0.30 mmol), sodium carbonate (100 mg, 0.94 mmol) and tetrabutylammonium bromide (10 mg 0.031 mmol) were added to MeCN (4 ml). The mixture was refluxed for 20 h and then evaporated under reduced pressure. The residue was purified by column chromatography on silica gel. The product was eluted with DCM: ethyl acetate (50:50). 120 mg (97%) of the title comp...